From a dataset of the Open Reaction Database (ORD), a public repository of structured organic reaction records. describe an organic reaction: reactants, conditions, products, and yield Reported procedure: To a solution of 6,6-Bis-(4-fluoro-phenyl)-hexanoic acid(1-benzoyl-pyrrolidin-3-yl)-methyl amide(1.0 g, 2.1 mmol in CH3OH (50 ml) was added Pd/C 20% (250 mg). The resulting slurry was hydrogenated at 50 psi for 24 hours. The catalyst was filtered through Celite and filtrate evaporated under reduced pressure to give 0.78 g of desired product. Conditions: time 24 hour. The solvent is CO (CH3OH). RXN SMILES: C([N:9]1[CH2:13][CH2:12][CH:11]([N:14]([CH3:36])[C:15](=[O:35])[CH2:16][CH2:17][CH2:18][CH2:19][CH:20]([C:28]2[CH:33]=[CH:32][C:31]([F:34])=[CH:30][CH:29]=2)[C:21]2[CH:26]=[CH:25][C:24]([F:27])=[CH:23][CH:22]=2)[CH2:10]1)(=O)C1C=CC=CC=1>CO.[Pd]>[CH3:36][N:14]([C@@H:11]1[CH2:12][CH2:13][NH:9][CH2:10]1)[C:15](=[O:35])[CH2:16][CH2:17][CH2:18][CH2:19][CH:20]([C:21]1[CH:22]=[CH:23][C:24]([F:27])=[CH:25][CH:26]=1)[C:28]1[CH:29]=[CH:30][C:31]([F:34])=[CH:32][CH:33]=1. The product is CN(C(CCCCC(C1=CC=C(C=C1)F)C1=CC=C(C=C1)F)=O)[C@H]1CNCC1 ((R)-6,6-Bis-(4-fluoro-phenyl)-hexanoic acid methyl-pyrrolidin-3-yl-amide). Reagents/catalysts: [Pd] (Pd/C). The reactants are C(C1=CC=CC=C1)(=O)N1CC(CC1)N(C(CCCCC(C1=CC=C(C=C1)F)C1=CC=C(C=C1)F)=O)C (6,6-Bis-(4-fluoro-phenyl)-hexanoic acid(1-benzoyl-pyrrolidin-3-yl)-methyl amide). The reactants are C(C)C1=C(OC[C@H](CNC(CO)=O)O)C(=CC(=C1)C1=NOC(=N1)C1=NC(=NC(=C1)C)NCC)C (N—((S)-3-{2-ethyl-4-[5-(2-ethylamino-6-methyl-pyrimidin-4-yl)-[1,2,4]oxadiazol-3-yl]-6-methyl-phenoxy}-2-hydroxy-propyl)-2-hydroxy-acetamide), C(C)N(C1=NC(=CC(=N1)C(=O)O)C)CC (2-diethylamino-6-methyl-pyrimidine-4-carboxylic acid). The product is C(C)N(C1=NC(=CC(=N1)C1=NC(=NO1)C1=CC(=C(OC[C@H](CNC(CO)=O)O)C(=C1)C)CC)C)CC (N((S)-3-{4-[5-(2-Diethylamino-6-methyl-pyrimidin-4-yl)-[1,2,4]oxadiazol-3-yl]-2-ethyl-6-methyl-phenoxy}-2-hydroxy-propyl)-2-hydroxy-acetamide). RXN SMILES: [CH2:1]([C:3]1[CH:18]=[C:17]([C:19]2[N:23]=[C:22]([C:24]3[CH:29]=[C:28]([CH3:30])[N:27]=[C:26]([NH:31][CH2:32][CH3:33])[N:25]=3)[O:21][N:20]=2)[CH:16]=[C:15]([CH3:34])[C:4]=1[O:5][CH2:6][C@@H:7]([OH:14])[CH2:8][NH:9][C:10](=[O:13])[CH2:11][OH:12])[CH3:2].[CH2:35](N(CC)C1N=C(C(O)=O)C=C(C)N=1)[CH3:36]>>[CH2:32]([N:31]([CH2:35][CH3:36])[C:26]1[N:25]=[C:24]([C:22]2[O:21][N:20]=[C:19]([C:17]3[CH:16]=[C:15]([CH3:34])[C:4]([O:5][CH2:6][C@@H:7]([OH:14])[CH2:8][NH:9][C:10](=[O:13])[CH2:11][OH:12])=[C:3]([CH2:1][CH3:2])[CH:18]=3)[N:23]=2)[CH:29]=[C:28]([CH3:30])[N:27]=1)[CH3:33]. Procedure details: N((S)-3-{4-[5-(2-Diethylamino-6-methyl-pyrimidin-4-yl)-[1,2,4]oxadiazol-3-yl]-2-ethyl-6-methyl-phenoxy}-2-hydroxy-propyl)-2-hydroxy-acetamide is prepared in analogy to N—((S)-3-{2-ethyl-4-[5-(2-ethylamino-6-methyl-pyrimidin-4-yl)-[1,2,4]oxadiazol-3-yl]-6-methyl-phenoxy}-2-hydroxy-propyl)-2-hydroxy-acetamide using 2-diethylamino-6-methyl-pyrimidine-4-carboxylic acid; LC-MS: tR=1.03 min; [M+H]+=499.23. 1H NMR (D6-DMSO): δ 1.18 (t, J=7.0 Hz, 6H), 1.22 (t, J=7.3 Hz, 3H), 2.35 (s, 3H), 2.44 (s, 3H), ... Reactants: [BH4-].[Na+] (sodium borohydride), Cl.COC(=O)[C@H]1[C@H](CCC1)N ((1R,2S)-2-Amino-cyclopentanecarboxylic acid methyl ester hydrochloride), C(C)(=O)O (acetic acid), FC1=C(C=C(C=O)C=C1)Cl (4-fluoro-3-chlorobenzaldehyde). The solvent is CO (methanol). Conditions: temperature 25 celsius, time 10 minute. Yields the product COC(=O)[C@H]1[C@H](CCC1)NCC1=CC(=C(C=C1)F)Cl ((1R,2S)-2-(3-chloro-4-fluoro-benzylamino)-cyclopentanecarboxylic acid methyl ester). As a reaction SMILES: Cl.[CH3:2][O:3][C:4]([C@@H:6]1[CH2:10][CH2:9][CH2:8][C@@H:7]1[NH2:11])=[O:5].[F:12][C:13]1[CH:20]=[CH:19][C:16]([CH:17]=O)=[CH:15][C:14]=1[Cl:21].C(O)(=O)C.[BH4-].[Na+]>CO>[CH3:2][O:3][C:4]([C@@H:6]1[CH2:10][CH2:9][CH2:8][C@@H:7]1[NH:11][CH2:17][C:16]1[CH:19]=[CH:20][C:13]([F:12])=[C:14]([Cl:21])[CH:15]=1)=[O:5] |f:0.1,4.5|. Procedure details: (1R,2S)-2-Amino-cyclopentanecarboxylic acid methyl ester hydrochloride (prepared as described in Example 11a, 0.2 g, 1.27 mmol) was dissolved in methanol (5.5 mL), followed by addition of 4-fluoro-3-chlorobenzaldehyde (0.201 g, 1.27 mmol) and stirred at 25° C. for 10 min. After this time, 5.2 M acetic acid (0.245 mL) was added, stirred at 25° C. for 5 min before placing in an ice-bath. Once at 0° C., sodium borohydride (0.203 mg, 3.2 mmol) was added portionwise after which time the mixture was a... The reactants are C=1C=CN2C1CN(C1=C(C2)C=CC=C1)C(=O)C1=C(C=C(C(=C1)Cl)B1OC(C(O1)(C)C)(C)C)OC ((10,11-Dihydro-5H-pyrrolo[2,1-c][1,4]benzodiazepin-10-yl)-[5-chloro-2-methoxy-4-(4,4,5,5-tetramethyl-[1,3,2]dioxaborolan-2-yl)-phenyl]-methanone), FC(S(=O)(=O)OC1=C(C(CCC1)=O)C)(F)F (2-methyl-3-oxo-cyclohex-1-en-1-yl trifluoromethanesulfonate). Yields the product ClC1=C(C=C(C(=C1)C(=O)N1CC=2N(CC3=C1C=CC=C3)C=CC2)OC)C2=C(C(CCC2)=O)C (3-[2-Chloro-5-methoxy-4-(5H-pyrrolo[2,1-c][1,4]benzodiazepin-10(11H)-yl-carbonyl)phenyl]-2-methyl-cyclohex-2-en-1-one). Isolated yield 40.1%. As a reaction SMILES: [CH:1]1[CH:2]=[CH:3][N:4]2[CH2:10][C:9]3[CH:11]=[CH:12][CH:13]=[CH:14][C:8]=3[N:7]([C:15]([C:17]3[CH:22]=[C:21]([Cl:23])[C:20](B4OC(C)(C)C(C)(C)O4)=[CH:19][C:18]=3[O:33][CH3:34])=[O:16])[CH2:6][C:5]=12.FC(F)(F)S([O:40][C:41]1[CH2:46][CH2:45][CH2:44][C:43](=O)[C:42]=1[CH3:48])(=O)=O>>[Cl:23][C:21]1[CH:22]=[C:17]([C:15]([N:7]2[C:8]3[CH:14]=[CH:13][CH:12]=[CH:11][C:9]=3[CH2:10][N:4]3[CH:3]=[CH:2][CH:1]=[C:5]3[CH2:6]2)=[O:16])[C:18]([O:33][CH3:34])=[CH:19][C:20]=1[C:43]1[CH2:44][CH2:45][CH2:46][C:41](=[O:40])[C:42]=1[CH3:48]. Procedure: (10,11-Dihydro-5H-pyrrolo[2,1-c][1,4]benzodiazepin-10-yl)-[5-chloro-2-methoxy-4-(4,4,5,5-tetramethyl-[1,3,2]dioxaborolan-2-yl)-phenyl]-methanone of Example 1, Step E (0.700 g, 1.46 mmol) and 2-methyl-3-oxo-cyclohex-1-en-1-yl trifluoromethanesulfonate (0.416 g, 1.61 mmol) were reacted by the procedure described in Example 1, Step F. Purification by flash column chromatography on silica gel, eluting with 50% ethyl acetate in hexane followed by precipitation from diethyl ether with pentane afforded... Procedure: 2-Butylthiophene (obtained by Friedel-Crafts acylation of thiophene with butyryl chloride followed by Wolf-Kizner reduction in accordance with EP-A 0 392 510) is acetylated with acetyl chloride in dichloromethane under AlCl3 catalysis. Customary work-up followed by purification by distillation affords 2-acetyl-5-butylthiophene, b.p. 92° C./0.8 mbar. The product is C(C)(=O)C=1SC(=CC1)CCCC (2-acetyl-5-butylthiophene). Reaction SMILES: [CH2:1]([C:5]1[S:6][CH:7]=[CH:8][CH:9]=1)[CH2:2][CH2:3][CH3:4].[C:10](Cl)(=[O:12])[CH3:11]>ClCCl>[C:10]([C:7]1[S:6][C:5]([CH2:1][CH2:2][CH2:3][CH3:4])=[CH:9][CH:8]=1)(=[O:12])[CH3:11]. Run in ClCCl (dichloromethane). Reactants: C(CCC)C=1SC=CC1 (2-Butylthiophene), C(C)(=O)Cl (acetyl chloride). Reactants: CC1=CC=C(C=C1)C#C (4-methylphenylacetylene), C(C1=CC=CC=C1)S (benzyl mercaptan), [Na] (sodium). The product is CC1=CC=C(\C=C/C(C2=CC=CC=C2)SC(C2=CC=CC=C2)\C=C/C2=CC=C(C=C2)C)C=C1 ((Z)-4-methylstyryl benzylsulfide). Procedure details: A solution of 4-methylphenylacetylene (0.02 mol) and benzyl mercaptan (0.02 mol) and metallic sodium (0.02 g atom) was subjected to Procedure 2 to form (Z)-4-methylstyryl benzylsulfide. The title compound was obtained in 70% yield following oxidation. 1HNMR (CDC13) δ2.48 (3H, s), 4.60 (2H, s), 6.68 (1H, d, JH,H=11.94), 7.20-7.65 (9H aromatic+1H ethylenic). RXN SMILES: [CH3:1][C:2]1[CH:7]=[CH:6][C:5]([C:8]#[CH:9])=[CH:4][CH:3]=1.[CH2:10]([SH:17])[C:11]1[CH:16]=[CH:15][CH:14]=[CH:13][CH:12]=1.[Na]>>[CH3:1][C:2]1[CH:7]=[CH:6][C:5](/[CH:8]=[CH:9]\[CH:10]([S:17][CH:1](/[CH:9]=[CH:8]\[C:5]2[CH:6]=[CH:7][C:2]([CH3:1])=[CH:3][CH:4]=2)[C:2]2[CH:7]=[CH:6][CH:5]=[CH:4][CH:3]=2)[C:11]2[CH:16]=[CH:15][CH:14]=[CH:13][CH:12]=2)=[CH:4][CH:3]=1 |^1:17|. Starting materials: CN1C(N(C(C=C1C)=O)C=1C(=CC2=C(N(C(S2)=O)C(C)C)C1)F)=O (1,6-dimethyl-3-(6-fluoro-3-isopropyl-2-oxo-5-benzothiazolinyl)-2,4(1H,3H)-pyrimidinedione), ice. The solvent is S(O)(O)(=O)=O (sulphuric acid). Run at temperature 150 celsius. The product is CN1C(N(C(C=C1C)=O)C=1C(=CC2=C(NC(S2)=O)C1)F)=O (1,6-dimethyl-3-(6-fluoro-2-oxo-5-benzothiazolinyl)-2,4-(1H,3H)-pyrimidinedione). RXN SMILES: [CH3:1][N:2]1[C:7]([CH3:8])=[CH:6][C:5](=[O:9])[N:4]([C:10]2[C:11]([F:23])=[CH:12][C:13]3[S:17][C:16](=[O:18])[N:15](C(C)C)[C:14]=3[CH:22]=2)[C:3]1=[O:24]>S(=O)(=O)(O)O>[CH3:1][N:2]1[C:7]([CH3:8])=[CH:6][C:5](=[O:9])[N:4]([C:10]2[C:11]([F:23])=[CH:12][C:13]3[S:17][C:16](=[O:18])[NH:15][C:14]=3[CH:22]=2)[C:3]1=[O:24]. Procedure details: 34.94 g of 1,6-dimethyl-3-(6-fluoro-3-isopropyl-2-oxo-5-benzothiazolinyl)-2,4(1H,3H)-pyrimidinedione (see Example 49) are dissolved in 200 ml of concentrated sulphuric acid while stirring and gassing with nitrogen and the solution is heated to 150° C. for 45 minutes. The reaction mixture is cooled to 25° C. and poured on to 1 kg of ice, and the precipitated product is filtered off under suction and washed neutral with water. The filter cake is suspended in 500 ml of ethyl acetate at 60° C., the ... The reactants are C(C)(=O)O[BH-](OC(C)=O)OC(C)=O.[Na+] (Sodium triacetoxyborohydride), ClC=1C(=NC=C(N1)N1[C@@H](COCC1)C)C=O (3-chloro-5-[(3R)-3-methylmorpholin-4-yl]pyrazine-2-carbaldehyde), C(C1=CC=CC=C1)NCCO (N-benzylethanolamine), C(O)([O-])=O.[Na+] (sodium hydrogen carbonate). Solvent: C(C)#N (acetonitrile), C(C)(=O)O (acetic acid). Reaction conditions: time 8 hour. Product: C(C1=CC=CC=C1)N(CCO)CC1=NC=C(N=C1Cl)N1[C@@H](COCC1)C (2-[benzyl({3-chloro-5-[(3R)-3-methylmorpholin-4-yl]pyrazin-2-yl}methyl)amino]ethanol). The yield is 101.7%. RXN SMILES: C(O[BH-](OC(=O)C)OC(=O)C)(=O)C.[Na+].[Cl:15][C:16]1[C:17]([CH:29]=O)=[N:18][CH:19]=[C:20]([N:22]2[CH2:27][CH2:26][O:25][CH2:24][C@H:23]2[CH3:28])[N:21]=1.[CH2:31]([NH:38][CH2:39][CH2:40][OH:41])[C:32]1[CH:37]=[CH:36][CH:35]=[CH:34][CH:33]=1.C(=O)([O-])O.[Na+]>C(#N)C.C(O)(=O)C>[CH2:31]([N:38]([CH2:29][C:17]1[C:16]([Cl:15])=[N:21][C:20]([N:22]2[CH2:27][CH2:26][O:25][CH2:24][C@H:23]2[CH3:28])=[CH:19][N:18]=1)[CH2:39][CH2:40][OH:41])[C:32]1[CH:37]=[CH:36][CH:35]=[CH:34][CH:33]=1 |f:0.1,4.5|. Procedure: Sodium triacetoxyborohydride (1.37 g) was added to a solution of 3-chloro-5-[(3R)-3-methylmorpholin-4-yl]pyrazine-2-carbaldehyde (1.04 g), N-benzylethanolamine (0.78 g) and acetic acid (0.74 mL) in acetonitrile (20 mL), and the mixture was stirred at room temperature overnight. The reaction mixture was basified with saturated aqueous sodium hydrogen carbonate, and extracted with ethyl acetate. The organic layer was washed with water and saturated brine, dried over magnesium sulfate, and concentr...